Task: describe an organic reaction: reactants, conditions, products, and yield. Dataset: the Open Reaction Database (ORD), a public repository of structured organic reaction records Procedure details: 5.5 g (25 mmol) of 2-(4-hexylphenyl)acetic acid was dissolved in 11 mL of ethanol and mixed with 1.1 g (11.2 mmol) of sulfuric acid and stirred at 60° C. for 1 hour. The reaction was quenched with cold saturated aqueous sodium carbonate (100 ml), and the reaction solution was extracted with ethyl acetate. The organic layer was dried over anhydrous magnesium sulfate and filtered, and the filtrate was concentrated under reduced pressure to give 5.68 g of the desired product as a pale yellow oil. The product is C(CCCCC)C1=CC=C(C=C1)CC(=O)OCC (ethyl 2-(4-hexylphenyl)acetate). RXN SMILES: [CH2:1]([C:7]1[CH:12]=[CH:11][C:10]([CH2:13][C:14]([OH:16])=[O:15])=[CH:9][CH:8]=1)[CH2:2][CH2:3][CH2:4][CH2:5][CH3:6].S(=O)(=O)(O)O.[CH2:22](O)[CH3:23]>>[CH2:1]([C:7]1[CH:8]=[CH:9][C:10]([CH2:13][C:14]([O:16][CH2:22][CH3:23])=[O:15])=[CH:11][CH:12]=1)[CH2:2][CH2:3][CH2:4][CH2:5][CH3:6]. Run at temperature 60 celsius, time 1 hour. Reactants: C(CCCCC)C1=CC=C(C=C1)CC(=O)O (2-(4-hexylphenyl)acetic acid), C(C)O (ethanol), S(O)(O)(=O)=O (sulfuric acid). Starting materials: CC(C)(C)C=1N=C(OC1C(C(C)(C)C)=O)C (1-[4-(1,1-dimethylethyl)-2 methyl-5-oxazolyl]-2,2-dimethyl-1 propanone), [OH-].[NH4+] (ammonium hydroxide), steel. Yields the product CC(C)(C)C1=NC(=NC(=C1O)C(C)(C)C)C (4,6-bis(1,1-dimethylethyl)-5-hydroxy-2-methylpyrimidine). Isolated yield 75.0%. As a reaction SMILES: [CH3:1][C:2]([C:5]1[N:6]=[C:7]([CH3:16])[O:8][C:9]=1[C:10](=O)[C:11]([CH3:14])([CH3:13])[CH3:12])([CH3:4])[CH3:3].[OH-].[NH4+:18]>>[CH3:1][C:2]([C:5]1[C:9]([OH:8])=[C:10]([C:11]([CH3:14])([CH3:13])[CH3:12])[N:18]=[C:7]([CH3:16])[N:6]=1)([CH3:4])[CH3:3] |f:1.2|. Procedure details: A mixture of 1-[4-(1,1-dimethylethyl)-2 methyl-5-oxazolyl]-2,2-dimethyl-1 propanone (8.5 g, 38 mmol) and concentrated ammonium hydroxide (100 mL) is heated at 180° C. for 36 hours in a steel bomb. The reaction mixture is cooled and the excess ammonia is evaporated on the rotovap. The pH of the resulting mixture is adjusted to pH 6 with concentrated HCl with ice bath cooling. The product is extracted into ether (3×250 mL) and the organic layer is dried (MgSO4) and evaporated. The residue is purif... Starting materials: C(C)(C)(C)O[C@H](C(=O)O)C=1C(=C2C=CC(=NC2=CC1C)CN(C1=CC=CC=C1)C)C1=CC=C(C=C1)Cl ((S)-2-tert-Butoxy-2-(5-(4-chlorophenyl)-7-methyl-2-((methyl(phenyl)amino)methyl)quinolin-6-yl)acetic acid), C(C)(C)(C)O[C@H](C(=O)OCC)C=1C(=C2C=CC(=NC2=CC1C)C(N(C1=CC=CC=C1)C)=O)C1=CC=C(C=C1)Cl ((S)-ethyl 2-tert-butoxy-2-(5-(4-chlorophenyl)-7-methyl-2-(methyl(phenyl)carbamoyl)quinolin-6-yl)acetate). The product is C(C)(C)(C)O[C@H](C(=O)O)C=1C(=C2C=CC(=NC2=CC1C)C(N(C1=CC=CC=C1)C)=O)C1=CC=C(C=C1)Cl ((S)-2-tert-butoxy-2-(5-(4-chlorophenyl)-7-methyl-2-(methyl(phenyl)carbamoyl)quinolin-6-yl)acetic acid). As a reaction SMILES: C(O[C@@H](C1C(C2C=CC(Cl)=CC=2)=C2C(=CC=1C)N=C(CN(C)C1C=CC=CC=1)C=C2)C(O)=O)(C)(C)C.[C:37]([O:41][C@@H:42]([C:48]1[C:49]([C:69]2[CH:74]=[CH:73][C:72]([Cl:75])=[CH:71][CH:70]=2)=[C:50]2[C:55](=[CH:56][C:57]=1[CH3:58])[N:54]=[C:53]([C:59](=[O:68])[N:60]([CH3:67])[C:61]1[CH:66]=[CH:65][CH:64]=[CH:63][CH:62]=1)[CH:52]=[CH:51]2)[C:43]([O:45]CC)=[O:44])([CH3:40])([CH3:39])[CH3:38]>>[C:37]([O:41][C@@H:42]([C:48]1[C:49]([C:69]2[CH:70]=[CH:71][C:72]([Cl:75])=[CH:73][CH:74]=2)=[C:50]2[C:55](=[CH:56][C:57]=1[CH3:58])[N:54]=[C:53]([C:59](=[O:68])[N:60]([CH3:67])[C:61]1[CH:66]=[CH:65][CH:64]=[CH:63][CH:62]=1)[CH:52]=[CH:51]2)[C:43]([OH:45])=[O:44])([CH3:40])([CH3:38])[CH3:39]. Procedure details: (S)-2-tert-butoxy-2-(5-(4-chlorophenyl)-7-methyl-2-(methyl(phenyl)carbamoyl)quinolin-6-yl)acetic acid was prepared following the procedure used to prepare compound (S)-2-tert-Butoxy-2-(5-(4-chlorophenyl)-7-methyl-2-((methyl(phenyl)amino)methyl)quinolin-6-yl)acetic acid of Example 14, except that (S)-ethyl 2-tert-butoxy-2-(5-(4-chlorophenyl)-7-methyl-2-(methyl(phenyl)carbamoyl)quinolin-6-yl)acetate was used instead of (S)-ethyl 2-tert-butoxy-2-(5-(4-chlorophenyl)-7-methyl-2-((methyl(phenyl)amino)... The reactants are CC1=CC=C(C=C1)S(=O)(=O)OC1=C(C(N(C=2N(C(N(C(C21)=O)CC2=CC=C(C=C2)OC)=O)C2=C(C=C(C=C2)I)F)C)=O)C (1-(2-fluoro-4-iodophenyl)-3-(4-methoxybenzyl)-6,8-dimethyl-2,4,7-trioxo-1,2,3,4,7,8-hexahydropyrido[2,3-d]pyrimidin-5-yl 4-methylbenzene sulfonate), N1=C(C=CC=C1C)C (2,6-lutidine), NC=1C=C(C(=O)OC)C=CC1 (methyl 3-aminobenzoate), O (water). Reported procedure: To a stirred solution of 1-(2-fluoro-4-iodophenyl)-3-(4-methoxybenzyl)-6,8-dimethyl-2,4,7-trioxo-1,2,3,4,7,8-hexahydropyrido[2,3-d]pyrimidin-5-yl 4-methylbenzene sulfonate (3a) (8.70 gm, 12.13 mmol) in DMA (10 ml) was added 2,6-lutidine (3.5 ml, 30.3 mmol) and methyl 3-aminobenzoate (5.5 g, 36.4 mmol). The reaction mixture was heated at 130° C. for 16 h. The reaction mixture was cooled to room temperature and water was added followed by extraction with Ethyl acetate. The organic phase was dried ... As a reaction SMILES: CC1C=CC(S(O[C:12]2[C:21]3[C:20](=[O:22])[N:19]([CH2:23][C:24]4[CH:29]=[CH:28][C:27]([O:30][CH3:31])=[CH:26][CH:25]=4)[C:18](=[O:32])[N:17]([C:33]4[CH:38]=[CH:37][C:36]([I:39])=[CH:35][C:34]=4[F:40])[C:16]=3[N:15]([CH3:41])[C:14](=[O:42])[C:13]=2[CH3:43])(=O)=O)=CC=1.N1C(C)=CC=CC=1C.[NH2:52][C:53]1[CH:54]=[C:55]([CH:60]=[CH:61][CH:62]=1)[C:56]([O:58][CH3:59])=[O:57].O>CC(N(C)C)=O>[F:40][C:34]1[CH:35]=[C:36]([I:39])[CH:37]=[CH:38][C:33]=1[N:17]1[C:16]2[N:15]([CH3:41])[C:14](=[O:42])[C:13]([CH3:43])=[C:12]([NH:52][C:53]3[CH:54]=[C:55]([CH:60]=[CH:61][CH:62]=3)[C:56]([O:58][CH3:59])=[O:57])[C:21]=2[C:20](=[O:22])[N:19]([CH2:23][C:24]2[CH:25]=[CH:26][C:27]([O:30][CH3:31])=[CH:28][CH:29]=2)[C:18]1=[O:32]. Solvent: CC(=O)N(C)C (DMA). The product is FC1=C(C=CC(=C1)I)N1C(N(C(C2=C1N(C(C(=C2NC=2C=C(C(=O)OC)C=CC2)C)=O)C)=O)CC2=CC=C(C=C2)OC)=O (methyl 3-((1-(2-fluoro-4-iodophenyl)-3-(4-methoxybenzyl)-6,8-dimethyl-2,4,7-trioxo-1,2,3,4,7,8-hexahydropyrido[2,3-d]pyrimidin-5-yl)amino)benzoate). Run at temperature 130 celsius. Isolated yield 49.7%. Starting materials: CNS(=O)(=O)C(C(C(C(C(C(C(C(F)(F)F)(F)F)(F)F)(F)F)(F)F)(F)F)(F)F)(F)F (N-methyl-perfluorooctanesulfonamide), [OH-].[Na+] (sodium hydroxide), C[O-].[Na+] (sodium methoxide), amide, C(Cl)C1CO1 (epichlorohydrin), C(Cl)C1CO1 (epichlorohydrin). The solvent is O (Water), CO (methanol), CO (methanol), CO (methanol). Run at temperature 80 celsius, time 8 hour. The product is CN(S(=O)(=O)C(C(C(C(C(C(C(C(F)(F)F)(F)F)(F)F)(F)F)(F)F)(F)F)(F)F)(F)F)CC1CO1 (N-methyl-N-glycidyl-perfluorooctanesulfonamide). RXN SMILES: [CH3:1][NH:2][S:3]([C:6]([F:30])([F:29])[C:7]([F:28])([F:27])[C:8]([F:26])([F:25])[C:9]([F:24])([F:23])[C:10]([F:22])([F:21])[C:11]([F:20])([F:19])[C:12]([F:18])([F:17])[C:13]([F:16])([F:15])[F:14])(=[O:5])=[O:4].[CH2:31]([CH:33]1[O:35][CH2:34]1)Cl.C[O-].[Na+].[OH-].[Na+]>CO.O>[CH3:1][N:2]([CH2:31][CH:33]1[O:35][CH2:34]1)[S:3]([C:6]([F:30])([F:29])[C:7]([F:27])([F:28])[C:8]([F:25])([F:26])[C:9]([F:23])([F:24])[C:10]([F:21])([F:22])[C:11]([F:19])([F:20])[C:12]([F:18])([F:17])[C:13]([F:16])([F:15])[F:14])(=[O:5])=[O:4] |f:2.3,4.5|. Procedure: N-methyl-N-glycidyl-perfluorooctanesulfonamide ("epoxide A") was prepared by placing 450 grams N-methyl-perfluorooctanesulfonamide ("amide A") in a two-liter three-necked round-bottom flask and heating to 80° C., 101 grams epichlorohydrin was then added followed by 91 grams methanol. The temperature was reduced to 65° C. before 30 grams 25 wt % sodium methoxide in methanol solution was slowly added keeping the temperature below 70° C. 60 grams 50 wt % aqueous sodium hydroxide solution was slowly...